From a dataset of the Open Reaction Database (ORD), a public repository of structured organic reaction records. describe an organic reaction: reactants, conditions, products, and yield Starting materials: O=C(CBr)c1ccccc1, CCOC(=O)c1ccc(C(C)=O)cc1. Product: CCOC(=O)c1ccc(C(=O)CCC(=O)c2ccccc2)cc1. RXN SMILES: [Br:1][CH2:2][C:3](=[O:4])[c:5]1[cH:6][cH:7][cH:8][cH:9][cH:10]1.[C:11]([CH3:12])(=[O:13])[c:14]1[cH:15][cH:16][c:17]([C:18](=[O:19])[O:20][CH2:21][CH3:22])[cH:23][cH:24]1>>[CH2:2]([C:3](=[O:4])[c:5]1[cH:6][cH:7][cH:8][cH:9][cH:10]1)[CH2:12][C:11](=[O:13])[c:14]1[cH:15][cH:16][c:17]([C:18](=[O:19])[O:20][CH2:21][CH3:22])[cH:23][cH:24]1. Reactants: NCCCCOC1=C(C=C(C=C1)[N+](=O)[O-])C1C(=C(NC(=C1C(=O)OC)C)C)C(=O)OC (dimethyl 4-[2-(4-aminobutoxy)-5-nitrophenyl]-2,6-dimethyl-1,4-dihydropyridine-3,5-dicarboxylate), COC1=CC=C(C=C1)OCC1CO1 (glycidyl 4-methoxyphenyl ether). The solvent is CO (methanol). Product: OC(CNCCCCOC1=C(C=C(C=C1)[N+](=O)[O-])C1C(=C(NC(=C1C(=O)OC)C)C)C(=O)OC)COC1=CC=C(C=C1)OC (dimethyl 4-[2-[4-[2-hydroxy-3-(p-methoxyphenoxy)propylamino]butoxy]-5-nitrophenyl]-2,6-dimethyl-1,4-dihydropyridine-3,5-dicarboxylate). The yield is 30.0%. As a reaction SMILES: [NH2:1][CH2:2][CH2:3][CH2:4][CH2:5][O:6][C:7]1[CH:12]=[CH:11][C:10]([N+:13]([O-:15])=[O:14])=[CH:9][C:8]=1[CH:16]1[C:21]([C:22]([O:24][CH3:25])=[O:23])=[C:20]([CH3:26])[NH:19][C:18]([CH3:27])=[C:17]1[C:28]([O:30][CH3:31])=[O:29].[CH3:32][O:33][C:34]1[CH:39]=[CH:38][C:37]([O:40][CH2:41][CH:42]2[O:44][CH2:43]2)=[CH:36][CH:35]=1>CO>[OH:44][CH:42]([CH2:41][O:40][C:37]1[CH:38]=[CH:39][C:34]([O:33][CH3:32])=[CH:35][CH:36]=1)[CH2:43][NH:1][CH2:2][CH2:3][CH2:4][CH2:5][O:6][C:7]1[CH:12]=[CH:11][C:10]([N+:13]([O-:15])=[O:14])=[CH:9][C:8]=1[CH:16]1[C:21]([C:22]([O:24][CH3:25])=[O:23])=[C:20]([CH3:26])[NH:19][C:18]([CH3:27])=[C:17]1[C:28]([O:30][CH3:31])=[O:29]. Reported procedure: In 200 ml of methanol were dissolved 2 g of dimethyl 4-[2-(4-aminobutoxy)-5-nitrophenyl]-2,6-dimethyl-1,4-dihydropyridine-3,5-dicarboxylate and 0.84 g of glycidyl 4-methoxyphenyl ether, and the solution was refluxed under heating for 3 hours. The solvent was distilled off under reduced pressure. The residue was subjected to silica gel column chromatography, and the product was eluted with chloroform-methanol (95:5 v/v). Crude crystals were recrystallized from a mixture of methanol and ethyl ethe... Yields the product CC=1SC(=CN1)CNCCCN (N-(2-methyl-5-thiazolylmethyl)trimethylenediamine). Procedure: Trimethylenediamine (37 g) was dissolved in 120 ml of acetonitrile, and a solution of 14.8 g of 5-chloromethyl-2-methylthiazole in 30 ml of acetonitrile was added dropwise at 10° to 15° C. After the addition, the mixture was stirred at 30° to 40° C. for a while, and then 8 g of a 50% aqueous solution of sodium hydroxide was added. Subsequently, the volatile materials were removed at a bath temperature of less than 50° C. under 5 mmHg. The inorganic materials were removed from the residue by filt... Yield: 89.9%. RXN SMILES: [NH2:1][CH2:2][CH2:3][CH2:4][NH2:5].Cl[CH2:7][C:8]1[S:12][C:11]([CH3:13])=[N:10][CH:9]=1.[OH-].[Na+]>C(#N)C>[CH3:13][C:11]1[S:12][C:8]([CH2:7][NH:1][CH2:2][CH2:3][CH2:4][NH2:5])=[CH:9][N:10]=1 |f:2.3|. The solvent is C(C)#N (acetonitrile), C(C)#N (acetonitrile). Starting materials: ClCC1=CN=C(S1)C (5-chloromethyl-2-methylthiazole), NCCCN (Trimethylenediamine), aqueous solution, [OH-].[Na+] (sodium hydroxide). Reactants: C[O-].[Na+] (sodium methoxide), C(C)(=O)OCC1CCC(OC1)N1C=2N=C(NC(C2N=C1)=O)NC(C)=O (9-(5-Acetoxymethyltetrahydropyran-2-yl)-N2 -acetylguanine), Cl (hydrochloric acid). The solvent is CO (methanol). Conditions: time 8 hour. The product is OCC1CCC(OC1)N1C=2N=C(NC(C2N=C1)=O)N (9-(5-hydroxymethyltetrahydropyran-2-yl)guanine). Yield: 74.1%. As a reaction SMILES: C([O:4][CH2:5][CH:6]1[CH2:11][O:10][CH:9]([N:12]2[CH:20]=[N:19][C:18]3[C:17](=[O:21])[NH:16][C:15]([NH:22]C(=O)C)=[N:14][C:13]2=3)[CH2:8][CH2:7]1)(=O)C.C[O-].[Na+].Cl>CO>[OH:4][CH2:5][CH:6]1[CH2:11][O:10][CH:9]([N:12]2[CH:20]=[N:19][C:18]3[C:17](=[O:21])[NH:16][C:15]([NH2:22])=[N:14][C:13]2=3)[CH2:8][CH2:7]1 |f:1.2|. Procedure: 9-(5-Acetoxymethyltetrahydropyran-2-yl)-N2 -acetylguanine (80 mg) was dissolved in dried methanol, and catalytic amount of sodium methoxide was added thereto. After stirring at room temperature overnight, the mixture was neutralized with methanolic hydrochloric acid and concentrated under reduced pressure. The residue was purified on a silica gel column (eluent: chloroform/methanol=7/1) to obtain the desired product (45 mg, 73%) as pale gray solid. Starting materials: NC1=C(C(=C(C=C1)C)C(=O)O)N (1,2-diamino-4-methylcarboxybenzene), Cl.COC(C=CC1=CC(=C(C=C1)OC)OC)=N (methyl-(3,4-dimethoxy)-cinnamoimidate hydrochloride), CO (methanol). Reaction conditions: time 48 hour. Yields the product COC(=O)C1=CC2=C(NC(=N2)\C=C\C2=CC(=C(C=C2)OC)OC)C=C1 ((E)-2-[2-(3,4-Dimethoxyphenyl)-vinyl]-1H-benzoimidazole-5-carboxylic acid methyl ester). Isolated yield 56.0%. As a reaction SMILES: [NH2:1][C:2]1[CH:7]=[CH:6][C:5](C)=[C:4]([C:9]([OH:11])=[O:10])[C:3]=1N.Cl.CO[C:16](=[NH:29])[CH:17]=[CH:18][C:19]1[CH:24]=[CH:23][C:22]([O:25][CH3:26])=[C:21]([O:27][CH3:28])[CH:20]=1.[CH3:30]O>>[CH3:30][O:11][C:9]([C:4]1[CH:5]=[CH:6][C:7]2[NH:29][C:16](/[CH:17]=[CH:18]/[C:19]3[CH:24]=[CH:23][C:22]([O:25][CH3:26])=[C:21]([O:27][CH3:28])[CH:20]=3)=[N:1][C:2]=2[CH:3]=1)=[O:10] |f:1.2|. Procedure: A mixture of 1,2-diamino-4-methylcarboxybenzene (3.6 g; 20 mmol) and methyl-(3,4-dimethoxy)-cinnamoimidate hydrochloride (5.4 g; 20 mmol) in methanol (150 mL) was stirred at ambient temperature for 48 hours. Solution was concentrated to dryness. The residue was recrystallized from MeOH to obtain 3.8 g (56% yield) of the title compound as yellow solid, m.p. 185-188° C. Anal. Calcd. for C19H18N2O4: C, 67.45, H, 5.36; N, 8.28. Found: C, 67.25; H, 5.45; N, 8.28. Mass Spectrum: (EI; M+) m/z 338. 1H-N... Procedure: Prepared according to the described general procedure 1 (GP1) by reaction of methyl 5-amino-5-(2,6-dimethoxyphenyl)pentanoate with commercially available quinoline-6-carbaldehyde. Subsequent purification by preparative HPLC afforded the target compound. LC-MS (conditions A): tR=0.56 min.; [M+H]+: 377.15 g/mol. The product is COC1=C(C(=CC=C1)OC)C1CCCC(N1CC=1C=C2C=CC=NC2=CC1)=O (6-(2,6-dimethoxyphenyl)-1-(quinolin-6-ylmethyl)piperidin-2-one). Reaction SMILES: [NH2:1][CH:2]([C:10]1[C:15]([O:16][CH3:17])=[CH:14][CH:13]=[CH:12][C:11]=1[O:18][CH3:19])[CH2:3][CH2:4][CH2:5][C:6]([O:8]C)=O.[N:20]1[C:29]2[C:24](=[CH:25][C:26]([CH:30]=O)=[CH:27][CH:28]=2)[CH:23]=[CH:22][CH:21]=1>>[CH3:19][O:18][C:11]1[CH:12]=[CH:13][CH:14]=[C:15]([O:16][CH3:17])[C:10]=1[CH:2]1[N:1]([CH2:30][C:26]2[CH:25]=[C:24]3[C:29](=[CH:28][CH:27]=2)[N:20]=[CH:21][CH:22]=[CH:23]3)[C:6](=[O:8])[CH2:5][CH2:4][CH2:3]1. Reactants: NC(CCCC(=O)OC)C1=C(C=CC=C1OC)OC (methyl 5-amino-5-(2,6-dimethoxyphenyl)pentanoate), N1=CC=CC2=CC(=CC=C12)C=O (quinoline-6-carbaldehyde). The product is CCOC(=O)C1CCCN(C(=O)c2ccccc2C)C1c1ccc(N)cc1. As a reaction SMILES: [CH2:2]1[O:3][CH2:4][CH2:5][O:6][CH2:7]1.[CH2:8]([CH3:9])[O:10][C:11](=[O:12])[CH:13]1[CH:14]([c:28]2[cH:29][cH:30][c:31]([NH:34][C:35]([O:36][C:37]([CH3:38])([CH3:39])[CH3:40])=[O:41])[cH:32][cH:33]2)[N:15]([C:19]([c:20]2[c:21]([CH3:26])[cH:22][cH:23][cH:24][cH:25]2)=[O:27])[CH2:16][CH2:17][CH2:18]1.[Cl:47][CH2:48][Cl:49].[ClH:1].[Na+:46].[O-:42][C:43]([OH:44])=[O:45]>>[CH2:8]([CH3:9])[O:10][C:11](=[O:12])[CH:13]1[CH:14]([c:28]2[cH:29][cH:30][c:31]([NH2:34])[cH:32][cH:33]2)[N:15]([C:19]([c:20]2[c:21]([CH3:26])[cH:22][cH:23][cH:24][cH:25]2)=[O:27])[CH2:16][CH2:17][CH2:18]1. Starting materials: C1COCCO1, CCOC(=O)C1CCCN(C(=O)c2ccccc2C)C1c1ccc(NC(=O)OC(C)(C)C)cc1, ClCCl, Cl, [Na+], O=C([O-])O. As a reaction SMILES: C(OC1C=CC([C:15]2[O:19][C:18]([CH3:21])([CH3:20])[C:17](=[O:22])[C:16]=2[C:23]2[CH:28]=[CH:27][N:26]=[CH:25][CH:24]=2)=CC=1)C1C=CC=CC=1>CO>[CH3:20][C:18]1([CH3:21])[C:17](=[O:22])[C:16]([C:23]2[CH:28]=[CH:27][N:26]=[CH:25][CH:24]=2)=[CH:15][O:19]1. Yields the product CC1(OC=C(C1=O)C1=CC=NC=C1)C (2,2-dimethyl-4-(pyridin-4-yl) furan-3(2H)-one). Run in CO (MeOH). Reactants: C(C1=CC=CC=C1)OC1=CC=C(C=C1)C1=C(C(C(O1)(C)C)=O)C1=CC=NC=C1 (5-(4-(benzyloxy)phenyl)-2,2-dimethyl-4-(pyridin-4-yl) furan-3(2H)-one), Pd (OH)2. Isolated yield 147983.3%. Conditions: time 1 hour. Procedure: To a stirred solution of 5-(4-(benzyloxy)phenyl)-2,2-dimethyl-4-(pyridin-4-yl) furan-3(2H)-one (620 mg, 0.001 mmol) in MeOH (15 mL) was added Pd (OH)2 (120 mg, 0.85 mmol) at RT under an inert atmosphere. The reaction mixture was stirred under a hydrogen atmosphere for 1 h. The reaction mixture was then filtered through a pad of Celite® and the filtrate was concentrated in vacuo to obtain the crude product. The crude material was purified via silica gel column chromatography to afford 544-hydroxy... Yields the product CC(C)(C)[Si](C)(C)OCc1ccc(OCc2ccccc2)c(Br)c1. RXN SMILES: [C:23]([CH3:24])([CH3:25])([CH3:26])[Si:27]([CH3:28])([CH3:29])[Cl:30].[CH2:1]([c:2]1[cH:3][cH:4][cH:5][cH:6][cH:7]1)[O:8][c:9]1[c:10]([Br:17])[cH:11][c:12]([CH2:15][OH:16])[cH:13][cH:14]1.[O:32]=[CH:33][N:34]([CH3:35])[CH3:36].[OH2:31].[nH:18]1[cH:19][cH:20][n:21][cH:22]1>>[CH2:1]([c:2]1[cH:3][cH:4][cH:5][cH:6][cH:7]1)[O:8][c:9]1[c:10]([Br:17])[cH:11][c:12]([CH2:15][O:16][Si:27]([C:23]([CH3:24])([CH3:25])[CH3:26])([CH3:28])[CH3:29])[cH:13][cH:14]1. Starting materials: CC(C)(C)[Si](C)(C)Cl, OCc1ccc(OCc2ccccc2)c(Br)c1, CN(C)C=O, O, c1c[nH]cn1. Reactants: OCCCO, Cc1ccccc1, CS(C)=O, CC(C)(C)[O-], [Cl-], Fc1cc(F)c(F)cc1F, [K+], [Na+], O. As a reaction SMILES: [CH2:1]([CH2:2][CH2:3][OH:4])[OH:5].[CH3:25][c:26]1[cH:27][cH:28][cH:29][cH:30][cH:31]1.[CH3:32][S:33]([CH3:34])=[O:35].[CH3:6][C:7]([CH3:8])([O-:9])[CH3:10].[Cl-:23].[F:12][c:13]1[c:14]([F:21])[cH:15][c:16]([F:20])[c:17]([F:19])[cH:18]1.[K+:11].[Na+:22].[OH2:24]>>[CH2:1]([CH2:2][CH2:3][O:4][c:14]1[c:13]([F:12])[cH:18][c:17]([F:19])[c:16]([F:20])[cH:15]1)[OH:5]. The product is OCCCOc1cc(F)c(F)cc1F.